From a dataset of the Open Reaction Database (ORD), a public repository of structured organic reaction records. describe an organic reaction: reactants, conditions, products, and yield The reactants are CC1=NC2=C(N1[C@H]1[C@@H](CN(CC1)C(=O)OC(C)(C)C)CO)C=CC(=C2)C (Racemic trans-4-(2,5-Dimethylbenzimidazol-1-yl)-3-hydroxymethyl-N-Boc piperidine), Cl (HCl). Run in O1CCOCC1 (dioxane). Yields the product Cl.Cl.CC1=NC2=C(N1[C@H]1[C@@H](CNCC1)CO)C=CC(=C2)C (racemic trans-4-(2,5-dimethylbenzimidazol-1-yl)-3-hydroxymethylpiperidine dihydrochloride). RXN SMILES: [CH3:1][C:2]1[N:6]([C@@H:7]2[CH2:12][CH2:11][N:10](C(OC(C)(C)C)=O)[CH2:9][C@H:8]2[CH2:20][OH:21])[C:5]2[CH:22]=[CH:23][C:24]([CH3:26])=[CH:25][C:4]=2[N:3]=1.[ClH:27]>O1CCOCC1>[ClH:27].[ClH:27].[CH3:1][C:2]1[N:6]([C@@H:7]2[CH2:12][CH2:11][NH:10][CH2:9][C@H:8]2[CH2:20][OH:21])[C:5]2[CH:22]=[CH:23][C:24]([CH3:26])=[CH:25][C:4]=2[N:3]=1 |f:3.4.5|. Reported procedure: Racemic trans-4-(2,5-Dimethylbenzimidazol-1-yl)-3-hydroxymethyl-N-Boc piperidine (250 mg; 0.70 mmol) was dissolved in 4M HCl in dioxane for 60 min. All volatiles were then removed under reduced pressure and the resulting sticky solid was triturated with diethyl ether to yield racemic trans-4-(2,5-dimethylbenzimidazol-1-yl)-3-hydroxymethylpiperidine dihydrochloride as a white solid (231 mg; quant.). Starting materials: amine, C1(=CC=CC=C1)P(C1=CC=CC=2C(C3=CC=CC(=C3OC12)P(C1=CC=CC=C1)C1=CC=CC=C1)(C)C)C1=CC=CC=C1 (4,5-bis(diphenylphosphino)-9,9-dimethylxanthene), C([O-])([O-])=O.[Cs+].[Cs+] (cesium carbonate), ClC1=CC=NC=2N(C3=C(C21)C=C(N=C3)C#N)COCC[Si](C)(C)C (4-chloro-9-(2-trimethylsilanyl-ethoxymethyl)-9H-dipyrido[2,3-b;4′,3′-d]pyrrole-6-carbonitrile). Reagents/catalysts: C=1C=CC(=CC1)/C=C/C(=O)/C=C/C2=CC=CC=C2.C=1C=CC(=CC1)/C=C/C(=O)/C=C/C2=CC=CC=C2.C=1C=CC(=CC1)/C=C/C(=O)/C=C/C2=CC=CC=C2.[Pd].[Pd] (tris(dibenzylideneacetone)dipalladium(0)). The solvent is O1CCOCC1 (1,4-dioxane), O (water). Yields the product ClC1=CC=NC=2NC3=C(C21)C=CN=C3 (4-chloro-9H-dipyrido[2,3-b;4′,3′-d]pyrrole). RXN SMILES: [Cl:1][C:2]1[C:10]2[C:9]3[CH:11]=[C:12](C#N)[N:13]=[CH:14][C:8]=3[N:7](COCC[Si](C)(C)C)[C:6]=2[N:5]=[CH:4][CH:3]=1.C1(P(C2C=CC=CC=2)C2C3OC4C(=CC=CC=4P(C4C=CC=CC=4)C4C=CC=CC=4)C(C)(C)C=3C=CC=2)C=CC=CC=1.C(=O)([O-])[O-].[Cs+].[Cs+]>O1CCOCC1.O.C1C=CC(/C=C/C(/C=C/C2C=CC=CC=2)=O)=CC=1.C1C=CC(/C=C/C(/C=C/C2C=CC=CC=2)=O)=CC=1.C1C=CC(/C=C/C(/C=C/C2C=CC=CC=2)=O)=CC=1.[Pd].[Pd]>[Cl:1][C:2]1[C:10]2[C:9]3[CH:11]=[CH:12][N:13]=[CH:14][C:8]=3[NH:7][C:6]=2[N:5]=[CH:4][CH:3]=1 |f:2.3.4,7.8.9.10.11|. Procedure: A mixture of 4-chloro-9-(2-trimethylsilanyl-ethoxymethyl)-9H-dipyrido[2,3-b;4′,3′-d]pyrrole-6-carbonitrile (1 eq.), the appropriate amine (5 eq.), 4,5-bis(diphenylphosphino)-9,9-dimethylxanthene (0.2 eq), tris(dibenzylideneacetone)dipalladium(0) (0.1 eq.), and cesium carbonate (2 eq.) in 1,4-dioxane was heated between 100° C. to 110° C. until the reaction deemed complete. The reaction mixture was cooled then diluted with water and extracted with an appropriate solvent. The resultant residue was ... Starting materials: FC1=C(C#N)C(=CC=C1)OCOC (2-fluoro-6-methoxymethoxybenzonitrile), O (water), CC(C)=NO (Acetone oxime), CC(C)([O-])C.[K+] (potassium t-butoxide). The solvent is CN(C=O)C (DMF), CN(C=O)C (dimethyl formamide). Run at time 30 minute. Product: C(C)(C)=NOC1=C(C#N)C(=CC=C1)OCOC (2-[(isopropylideneamino)oxy]-6-methoxymethoxybenzonitrile). Yield: 68.9%. Reaction SMILES: [CH3:1][C:2](=[N:4][OH:5])[CH3:3].CC(C)([O-])C.[K+].F[C:13]1[CH:20]=[CH:19][CH:18]=[C:17]([O:21][CH2:22][O:23][CH3:24])[C:14]=1[C:15]#[N:16].O>CN(C)C=O>[C:2](=[N:4][O:5][C:13]1[CH:20]=[CH:19][CH:18]=[C:17]([O:21][CH2:22][O:23][CH3:24])[C:14]=1[C:15]#[N:16])([CH3:3])[CH3:1] |f:1.2|. Reported procedure: Acetone oxime (11.14 g, 0.1524 mole) was dissolved in 300 ml of dry dimethyl formamide (DMF) and then potassium t-butoxide (17.0 g, 0.152 mole) was added portionwise. The reaction mixture was allowed to stir for 30 minutes at room temperature and the 2-fluoro-6-methoxymethoxybenzonitrile of Example 1(b) (23.0 g, 0.127 mole) was added in 150 ml of DMF. After 30 minutes the reaction mixture was poured into 1000 ml of water and stirred well as the product crystallized. The product was filtered off,...